Dataset: the Open Reaction Database (ORD), a public repository of structured organic reaction records. Task: describe an organic reaction: reactants, conditions, products, and yield As a reaction SMILES: [Cl:1][C:2]1[CH:7]=[CH:6][C:5]([N:8]2[CH:16]([SH:17])[C:15]3[CH2:14][CH2:13][CH2:12][CH2:11][C:10]=3[C:9]2=[O:18])=[C:4]([F:19])[CH:3]=1.CI.[C:22](=O)([O-])[O-].[K+].[K+]>CC(C)=O>[Cl:1][C:2]1[CH:7]=[CH:6][C:5]([N:8]2[CH:16]([S:17][CH3:22])[C:15]3[CH2:14][CH2:13][CH2:12][CH2:11][C:10]=3[C:9]2=[O:18])=[C:4]([F:19])[CH:3]=1 |f:2.3.4|. The product is ClC1=CC(=C(C=C1)N1C(C=2CCCCC2C1SC)=O)F (2-(4-Chloro-2-fluorophenyl)-2,3,4,5,6,7-hexahydro-3-methylthio-1H-isoindol-1-one). Procedure details: In 10 ml of acetone was dissolved 1.5 g of 2-(4-chloro-2-fluorophenyl)-2,3,4,5,6,7-hexahydro-3-mercapto-1H-isoindol-1-one, and 1.5 g of methyl iodide and 1.3 g of potassium carbonate were added to the solution, followed by stirring at 40° to 50° C. for 5 hours. After cooling, the insoluble matter was filtered out, and the filtrate was concentrated under reduced pressure. The residual, oily substance was purified by means of column chromatography with the use of silica gel (developing solvent of ... Run in CC(=O)C (acetone). Yield: 89.1%. The reactants are ClC1=CC(=C(C=C1)N1C(C=2CCCCC2C1S)=O)F (2-(4-chloro-2-fluorophenyl)-2,3,4,5,6,7-hexahydro-3-mercapto-1H-isoindol-1-one), CI (methyl iodide), C([O-])([O-])=O.[K+].[K+] (potassium carbonate). Reaction conditions: time 5 hour. Reactants: O=Cc1cccc(C(=O)c2ccccc2)c1, CC(C)C1C(=O)OC(=O)N1c1ccc(C(F)(F)F)cc1F, CC(C)C1C(=O)OC(=O)N1c1ccc(C(F)(F)F)cc1, N#C[K]. Product: CC(C)C(Nc1ccc(C(F)(F)F)cc1F)C(=O)O. As a reaction SMILES: [C:42]([c:43]1[cH:44][c:45]([CH:49]=[O:50])[cH:46][cH:47][cH:48]1)(=[O:51])[c:52]1[cH:53][cH:54][cH:55][cH:56][cH:57]1.[F:1][c:2]1[c:3]([N:12]2[C:13](=[O:21])[O:14][C:15](=[O:20])[CH:16]2[CH:17]([CH3:18])[CH3:19])[cH:4][cH:5][c:6]([C:8]([F:9])([F:10])[F:11])[cH:7]1.[F:22][C:23]([F:24])([F:25])[c:26]1[cH:27][cH:28][c:29]([N:30]2[CH:31]([CH:32]([CH3:33])[CH3:34])[C:35](=[O:36])[O:37][C:38]2=[O:39])[cH:40][cH:41]1.[K:58][C:59]#[N:60]>>[F:1][c:2]1[c:3]([NH:12][CH:16]([C:15](=[O:14])[OH:20])[CH:17]([CH3:18])[CH3:19])[cH:4][cH:5][c:6]([C:8]([F:9])([F:10])[F:11])[cH:7]1. Starting materials: CCOC(C)=O, C=CS(=O)(=O)NCC(C)c1ccc(-c2ccsc2)cc1. The product is CCS(=O)(=O)NCC(C)c1ccc(-c2ccsc2)cc1. Reaction SMILES: [CH3:21][CH2:22][O:23][C:24](=[O:25])[CH3:26].[CH:1](=[CH2:2])[S:3](=[O:4])(=[O:5])[NH:6][CH2:7][CH:8]([CH3:9])[c:10]1[cH:11][cH:12][c:13](-[c:16]2[cH:17][s:18][cH:19][cH:20]2)[cH:14][cH:15]1>>[CH2:1]([CH3:2])[S:3](=[O:4])(=[O:5])[NH:6][CH2:7][CH:8]([CH3:9])[c:10]1[cH:11][cH:12][c:13](-[c:16]2[cH:17][s:18][cH:19][cH:20]2)[cH:14][cH:15]1. Reactants: C1(CC1)N (cyclopropylamine), CC1=C(C(=NO1)C1=CC=CC=C1)C=1N=CN(C1)C=1C=C(C(=O)O)C=CC1 (3-[4-(5-methyl-3-phenyl-isoxazol-4-yl)-imidazol-1-yl]-benzoic acid). Product: C1(CC1)NC(C1=CC(=CC=C1)N1C=NC(=C1)C=1C(=NOC1C)C1=CC=CC=C1)=O (N-Cyclopropyl-3-[4-(5-methyl-3-phenyl-isoxazol-4-yl)-imidazol-1-yl]-benzamide). The yield is 47.0%. RXN SMILES: [CH:1]1([NH2:4])[CH2:3][CH2:2]1.[CH3:5][C:6]1[O:10][N:9]=[C:8]([C:11]2[CH:16]=[CH:15][CH:14]=[CH:13][CH:12]=2)[C:7]=1[C:17]1[N:18]=[CH:19][N:20]([C:22]2[CH:23]=[C:24]([CH:28]=[CH:29][CH:30]=2)[C:25](O)=[O:26])[CH:21]=1>>[CH:1]1([NH:4][C:25](=[O:26])[C:24]2[CH:28]=[CH:29][CH:30]=[C:22]([N:20]3[CH:21]=[C:17]([C:7]4[C:8]([C:11]5[CH:16]=[CH:15][CH:14]=[CH:13][CH:12]=5)=[N:9][O:10][C:6]=4[CH3:5])[N:18]=[CH:19]3)[CH:23]=2)[CH2:3][CH2:2]1. Reported procedure: As described for Example 71c, cyclopropylamine was converted, using 3-[4-(5-methyl-3-phenyl-isoxazol-4-yl)-imidazol-1-yl]-benzoic acid (100 mg, 0.29 mmol) instead of 4-[4-(5-methyl-3-phenyl-isoxazol-4-yl)-imidazol-1-yl]-benzoic acid, to the title compound (53 mg, 47%) which was obtained as an off-white solid. MS: m/e=385.0 [M+H]+. Reactants: ClC1=C(C(=C(C=C1)C(CC(C=O)(C(F)(F)F)O)C)OC)F (4-(4-chloro-3-fluoro-2-methoxyphenyl)-2-hydroxy-2-(trifluoromethyl)pentanal), NC1=C2C=CC(NC2=CC=C1)=O (5-aminoquinolone). Reagents/catalysts: [O-]CC.[O-]CC.[O-]CC.[O-]CC.[Ti+4] (titanium tetraethoxide). Yields the product ClC1=C(C(=C(C=C1)C(CC(C=NC1=C2C=CC(NC2=CC=C1)=O)(C(F)(F)F)O)C)OC)F (5-{[4-(4-chloro-3-fluoro-2-methoxyphenyl)-2-hydroxy-2-(trifluoromethyl)pentylidene]-amino}quinolin-2(1H)-one). Reaction SMILES: [Cl:1][C:2]1[CH:7]=[CH:6][C:5]([CH:8]([CH3:18])[CH2:9][C:10]([OH:17])([C:13]([F:16])([F:15])[F:14])[CH:11]=O)=[C:4]([O:19][CH3:20])[C:3]=1[F:21].[NH2:22][C:23]1[CH:32]=[CH:31][CH:30]=[C:29]2[C:24]=1[CH:25]=[CH:26][C:27](=[O:33])[NH:28]2>[O-]CC.[O-]CC.[O-]CC.[O-]CC.[Ti+4]>[Cl:1][C:2]1[CH:7]=[CH:6][C:5]([CH:8]([CH3:18])[CH2:9][C:10]([OH:17])([C:13]([F:14])([F:15])[F:16])[CH:11]=[N:22][C:23]2[CH:32]=[CH:31][CH:30]=[C:29]3[C:24]=2[CH:25]=[CH:26][C:27](=[O:33])[NH:28]3)=[C:4]([O:19][CH3:20])[C:3]=1[F:21] |f:2.3.4.5.6|. Reported procedure: In the same way as in Example 14, 100 mg (0.3 mmol) of 4-(4-chloro-3-fluoro-2-methoxyphenyl)-2-hydroxy-2-(trifluoromethyl)pentanal, 48 mg (0.3 mmol) of 5-aminoquinolone and 0.1 ml of titanium tetraethoxide are reacted to give 5-{[4-(4-chloro-3-fluoro-2-methoxyphenyl)-2-hydroxy-2-(trifluoromethyl)pentylidene]-amino}quinolin-2(1H)-one. 130 mg of crude imine are cyclized in the same way as in Example 14 at −30° C. with 2.5 ml (2.5 mmol) of 1 M boron tribromide solution to give the desired product. ... The reactants are C\C(=C/COC1=CC(=C(C(=O)O)C=C1)O)\CCC=C(C)C (4-{(2E)-3,7-dimethylocta-2,6-dienyloxy}-2-hydroxybenzoic acid), C(C)(=O)OC(C)=O (acetic anhydride), Cl (hydrochloric acid). Run in N1=CC=CC=C1 (pyridine). Reaction conditions: time 1 hour. The product is C(C)(=O)OC1=C(C(=O)O)C=CC(=C1)OC\C=C(\CCC=C(C)C)/C (2-acetoxy-4-{(2E)-3,7-dimethylocta-2,6-dienyloxy}benzoic acid). Yield: 48.0%. Reaction SMILES: [CH3:1]/[C:2](/[CH2:16][CH2:17][CH:18]=[C:19]([CH3:21])[CH3:20])=[CH:3]\[CH2:4][O:5][C:6]1[CH:14]=[CH:13][C:9]([C:10]([OH:12])=[O:11])=[C:8]([OH:15])[CH:7]=1.[C:22](OC(=O)C)(=[O:24])[CH3:23].Cl>N1C=CC=CC=1>[C:22]([O:15][C:8]1[CH:7]=[C:6]([O:5][CH2:4]/[CH:3]=[C:2](\[CH3:1])/[CH2:16][CH2:17][CH:18]=[C:19]([CH3:21])[CH3:20])[CH:14]=[CH:13][C:9]=1[C:10]([OH:12])=[O:11])(=[O:24])[CH3:23]. Procedure: To 10 ml of a pyridine solution containing 0.82 g (2.82 mmol) of 4-{(2E)-3,7-dimethylocta-2,6-dienyloxy}-2-hydroxybenzoic acid was added 0.72 g (7.1 mmol) of acetic anhydride, followed by stirring at room temperature for 1 hour. The reaction mixture was poured into a 2% hydrochloric acid aqueous solution and extracted with ethyl acetate. The organic layer was washed successively with water and a saturated sodium chloride aqueous solution, dried over sodium sulfate, and concentrated. The resultin... Reaction SMILES: [CH3:18][OH:19].[H:16][H:17].[OH:1][CH:2]1[CH:3]=[C:4]([c:9]2[cH:10][cH:11][c:12]([CH3:15])[cH:13][cH:14]2)[CH2:5][N:6]([CH3:8])[CH2:7]1>>[OH:1][CH:2]1[CH2:3][CH:4]([c:9]2[cH:10][cH:11][c:12]([CH3:15])[cH:13][cH:14]2)[CH2:5][N:6]([CH3:8])[CH2:7]1. Starting materials: CO, [H][H], Cc1ccc(C2=CC(O)CN(C)C2)cc1. Yields the product Cc1ccc(C2CC(O)CN(C)C2)cc1.